This data is from the Open Reaction Database (ORD), a public repository of structured organic reaction records. The task is: describe an organic reaction: reactants, conditions, products, and yield Reactants: CC(C)CN, O=C=NCCCl, O=CC(O)C(O)C(O)C(O)CO. Product: CC(C)CN(C(=O)NCCCl)C1OC(CO)C(O)C(O)C1O. As a reaction SMILES: [CH2:13]([CH:14]([CH3:15])[CH3:16])[NH2:17].[Cl:18][CH2:19][CH2:20][N:21]=[C:22]=[O:23].[O:1]=[CH:2][CH:3]([OH:4])[CH:5]([OH:6])[CH:7]([OH:8])[CH:9]([OH:10])[CH2:11][OH:12]>>[CH:2]1([N:17]([CH2:13][CH:14]([CH3:15])[CH3:16])[C:22]([NH:21][CH2:20][CH2:19][Cl:18])=[O:23])[CH:3]([OH:4])[CH:5]([OH:6])[CH:7]([OH:8])[CH:9]([CH2:11][OH:12])[O:10]1. The reactants are BrC1=CN=C(S1)N1CC(NC(C1)C)C (1-(5-bromothiazole-2-yl)-3,5-dimethyl piperazine), COC(CBr)=O (bromo acetic acid methyl ester), C([O-])([O-])=O.[K+].[K+] (potassium carbonate), CN(C=O)C (dimethylformamide). The solvent is O (water). Run at temperature 60 celsius, time 2.5 hour. The product is COC(CN1C(CN(CC1C)C=1SC(=CN1)Br)C)=O ([4-(5-bromothiazole-2-yl)-2,6-dimethyl piperazine-1-yl]acetic acid methyl ester). The yield is 74.0%. Reaction SMILES: [Br:1][C:2]1[S:6][C:5]([N:7]2[CH2:12][CH:11]([CH3:13])[NH:10][CH:9]([CH3:14])[CH2:8]2)=[N:4][CH:3]=1.[CH3:15][O:16][C:17](=[O:20])[CH2:18]Br.C(=O)([O-])[O-].[K+].[K+].CN(C)C=O>O>[CH3:15][O:16][C:17](=[O:20])[CH2:18][N:10]1[CH:11]([CH3:13])[CH2:12][N:7]([C:5]2[S:6][C:2]([Br:1])=[CH:3][N:4]=2)[CH2:8][CH:9]1[CH3:14] |f:2.3.4|. Reported procedure: A mixture of 1-(5-bromothiazole-2-yl)-3,5-dimethyl piperazine (21.5 g), bromo acetic acid methyl ester (8.8 mL), potassium carbonate (12.9 g) and dimethylformamide (150 mL) was stirred at 60° C. for 2.5 hours. To the reaction solution was added water and extracted with ethyl acetate. The organic layer was washed with water and brine, and dried over magnesium sulphate. The solvent was evaporated under reduced pressure. The residue was purified by column chromatograph on silica gel to give the tit... Starting materials: mixture, FC(C(C(F)(F)F)F)(N(CC)CC)F (1,1,2,3,3,3-hexafluoro-1-(diethylamino)propane), 1,2,3,3,3-pentafluoro-1-(diethylamino)-2-propene, N1(CCC1)C(=O)[C@H]1N(C[C@H](C1)O)C(=O)OC(C)(C)C (tert-butyl(2S,4S)-2-(azetidin-1-ylcarbonyl)-4-hydroxypyrrolidine-1-carboxylate), [F-].[Na+] (sodium fluoride), C([O-])([O-])=O.[K+].[K+] (potassium carbonate). Solvent: C(C)(=O)OCC (ethyl acetate), ClCCl (dichloromethane). Reaction conditions: time 16 hour. The product is N1(CCC1)C(=O)[C@H]1N(CC(C1)F)C(=O)OC(C)(C)C (tert-butyl(2S)-2-(azetidin-1-ylcarbonyl)-4-fluoropyrrolidine-1-carboxylate). RXN SMILES: [F:1]C(F)(N(CC)CC)C(F)C(F)(F)F.[N:15]1([C:19]([C@@H:21]2[CH2:25][C@H:24](O)[CH2:23][N:22]2[C:27]([O:29][C:30]([CH3:33])([CH3:32])[CH3:31])=[O:28])=[O:20])[CH2:18][CH2:17][CH2:16]1.[F-].[Na+].C(=O)([O-])[O-].[K+].[K+]>ClCCl.C(OCC)(=O)C>[N:15]1([C:19]([C@@H:21]2[CH2:25][CH:24]([F:1])[CH2:23][N:22]2[C:27]([O:29][C:30]([CH3:33])([CH3:32])[CH3:31])=[O:28])=[O:20])[CH2:18][CH2:17][CH2:16]1 |f:2.3,4.5.6|. Procedure details: 2.68 g of a mixture (approximately 3:1) of 1,1,2,3,3,3-hexafluoro-1-(diethylamino)propane and 1,2,3,3,3-pentafluoro-1-(diethylamino)-2-propene was added dropwise over a period of 10 minutes under ice cooling to a suspension of 2.71 g of the compound obtained in step 7-1 and 505 mg of sodium fluoride in 27 mL of dichloromethane, after which the reaction mixture was stirred for 16 hours at room temperature. 100 mL of a 5% potassium carbonate aqueous solution was added under ice cooling to the reac... Starting materials: O (water), C(CCC)NC=1C=C(CN)C=C(C1OC1=CC=CC=C1)S(N)(=O)=O (3-n-butylamino-4-phenoxy-5-sulfamylbenzylamine), C(C)(=O)O (acetic acid), [BH4-].[Na+] (sodium borohydride). Run in CO (methanol). Yields the product C(CCC)NC=1C=C(CNCC2=CC(=CC=C2)O)C=C(C1OC1=CC=CC=C1)S(N)(=O)=O ((3-n-Butylamino-4-phenoxy-5-sulfamylbenzyl)-3-hydroxybenzylamine). Reaction SMILES: [CH2:1]([NH:5][C:6]1[CH:7]=[C:8]([CH:11]=[C:12]([S:21](=[O:24])(=[O:23])[NH2:22])[C:13]=1[O:14][C:15]1[CH:20]=[CH:19][CH:18]=[CH:17][CH:16]=1)[CH2:9][NH2:10])[CH2:2][CH2:3][CH3:4].[BH4-].[Na+].[C:27]([OH:30])(=O)[CH3:28].O>CO>[CH2:1]([NH:5][C:6]1[CH:7]=[C:8]([CH:11]=[C:12]([S:21](=[O:24])(=[O:23])[NH2:22])[C:13]=1[O:14][C:15]1[CH:16]=[CH:17][CH:18]=[CH:19][CH:20]=1)[CH2:9][NH:10][CH2:11][C:8]1[CH:7]=[CH:6][CH:28]=[C:27]([OH:30])[CH:9]=1)[CH2:2][CH2:3][CH3:4] |f:1.2|. Reported procedure: A solution of 3-n-butylamino-4-phenoxy-5-sulfamylbenzylamine (1.05 g; prepared as described in Example 289) and m-hydroxybenzaldehyde (0.45 g) in methanol (7 ml) is refluxed for 16 hours. The resulting solution is cooled to 0°-5° C. whereafter sodium borohydride (0.25 g) is added in portions during 5 minutes while stirring. After stirring at 22°-25° C. for a further 3 hours, acetic acid (0.5 ml) followed by water (20 ml) are added to precipitate crude (3-n-butylamino-4-phenoxy-5-sulfamylbenzyl)-... The reactants are Cc1nn(-c2ccc(CCN)cc2)c(C)c1-c1ccccc1, ClCCl, Cc1ccc(S(=O)(=O)N=C=O)cc1. Product: Cc1ccc(S(=O)(=O)NC(=O)NCCc2ccc(-n3nc(C)c(-c4ccccc4)c3C)cc2)cc1. Reaction SMILES: [CH3:1][c:2]1[n:3][n:4](-[c:14]2[cH:15][cH:16][c:17]([CH2:20][CH2:21][NH2:22])[cH:18][cH:19]2)[c:5]([CH3:13])[c:6]1-[c:7]1[cH:8][cH:9][cH:10][cH:11][cH:12]1.[Cl:36][CH2:37][Cl:38].[c:23]1([CH3:35])[cH:24][cH:25][c:26]([S:29](=[O:30])(=[O:31])[N:32]=[C:33]=[O:34])[cH:27][cH:28]1>>[CH3:1][c:2]1[n:3][n:4](-[c:14]2[cH:15][cH:16][c:17]([CH2:20][CH2:21][NH:22][C:33]([NH:32][S:29]([c:26]3[cH:25][cH:24][c:23]([CH3:35])[cH:28][cH:27]3)(=[O:30])=[O:31])=[O:34])[cH:18][cH:19]2)[c:5]([CH3:13])[c:6]1-[c:7]1[cH:8][cH:9][cH:10][cH:11][cH:12]1. The reactants are O=C(c1ccccc1)c1cc(Cl)ccc1NC(=O)C(F)Br, NC(F)C(=O)Nc1ccc(Cl)cc1C(=O)c1ccccc1, N, c1ccncc1. Yields the product O=C1Nc2ccc(Cl)cc2C(c2ccccc2)=NC1F. Reaction SMILES: [Br:22][CH:23]([F:24])[C:25]([NH:26][c:27]1[cH:28][cH:29][c:30]([Cl:31])[cH:32][c:33]1[C:34]([c:35]1[cH:36][cH:37][cH:38][cH:39][cH:40]1)=[O:41])=[O:42].[NH2:1][CH:2]([C:3](=[O:4])[NH:5][c:6]1[c:7]([C:8](=[O:9])[c:10]2[cH:11][cH:12][cH:13][cH:14][cH:15]2)[cH:16][c:17]([Cl:20])[cH:18][cH:19]1)[F:21].[NH3:43].[cH:44]1[cH:45][cH:46][n:47][cH:48][cH:49]1>>[N:1]1=[C:8]([c:10]2[cH:11][cH:12][cH:13][cH:14][cH:15]2)[c:7]2[c:6]([cH:19][cH:18][c:17]([Cl:20])[cH:16]2)[NH:5][C:3](=[O:4])[CH:2]1[F:21]. Solvent: O1CCCC1 (tetrahydrofuran). The reactants are N(=[N+]=[N-])C=1SC(=C(N1)C)C(=O)NCC1=CC=CC=C1 (2-azido-N-benzyl-4-methylthiazole-5-carboxamide), C(C)(C)N(C(C)C)CC (N,N-diisopropylethylamine), C(C#C)(=O)OCC (ethyl propiolate). Run at time 18 hour. Procedure: To a solution of 2-azido-N-benzyl-4-methylthiazole-5-carboxamide (1.00 g, 3.67 mmol) in tetrahydrofuran (30 mL) was added copper(I) iodide (0.70 g, 3.67 mmol), N,N-diisopropylethylamine (1.28 mL, 7.32 mmol) and ethyl propiolate (0.45 g, 4.58 mmol). The reaction mixture was stirred at ambient temperature for 18 hours and concentrated in vacuo. The residue was purified by column chromatography (ethyl acetate:petroleum ether, 1:1) to afford the title compound as a white solid in 61% yield (0.83 g):... The reagents and catalysts are [Cu]I (copper(I) iodide). RXN SMILES: [N:1]([C:4]1[S:5][C:6]([C:10]([NH:12][CH2:13][C:14]2[CH:19]=[CH:18][CH:17]=[CH:16][CH:15]=2)=[O:11])=[C:7]([CH3:9])[N:8]=1)=[N+:2]=[N-:3].C(N(CC)C(C)C)(C)C.[C:29]([O:33][CH2:34][CH3:35])(=[O:32])[C:30]#[CH:31]>O1CCCC1.[Cu]I>[CH2:13]([NH:12][C:10]([C:6]1[S:5][C:4]([N:1]2[CH:31]=[C:30]([C:29]([O:33][CH2:34][CH3:35])=[O:32])[N:3]=[N:2]2)=[N:8][C:7]=1[CH3:9])=[O:11])[C:14]1[CH:19]=[CH:18][CH:17]=[CH:16][CH:15]=1. Product: C(C1=CC=CC=C1)NC(=O)C1=C(N=C(S1)N1N=NC(=C1)C(=O)OCC)C (ethyl 1-(5-(benzylcarbamoyl)-4-methylthiazol-2-yl)-1H-1,2,3-triazole-4-carboxylate). The yield is 61.0%. Reactants: C(C)(=O)OC=1C=C2C(NC=NC2=CC1OC)=O (6-Acetoxy-7-methoxyquinazolin-4-one), ClC=1C(=C(N)C=CC1)F (3-chloro-2-fluoroaniline), C(C)N(C(C)C)C(C)C (N-ethyldiisopropylamine), P(=O)(Cl)(Cl)Cl (phosphorus oxychloride). The solvent is C1(=CC=CC=C1)C (toluene), C1(=CC=CC=C1)C (toluene). Run at temperature 70 celsius, time 5 hour. Yields the product Cl.C(C)(=O)OC=1C=C2C(=NC=NC2=CC1OC)NC1=C(C(=CC=C1)Cl)F (6-Acetoxy-4-(3-chloro-2-fluoroanilino)-7-methoxyquinazoline hydrochloride). Isolated yield 78.0%. RXN SMILES: [C:1]([O:4][C:5]1[CH:6]=[C:7]2[C:12](=[CH:13][C:14]=1[O:15][CH3:16])[N:11]=[CH:10][NH:9][C:8]2=O)(=[O:3])[CH3:2].C(N(C(C)C)C(C)C)C.P(Cl)(Cl)([Cl:29])=O.[Cl:32][C:33]1[C:34]([F:40])=[C:35]([CH:37]=[CH:38][CH:39]=1)[NH2:36]>C1(C)C=CC=CC=1>[ClH:29].[C:1]([O:4][C:5]1[CH:6]=[C:7]2[C:12](=[CH:13][C:14]=1[O:15][CH3:16])[N:11]=[CH:10][N:9]=[C:8]2[NH:36][C:35]1[CH:37]=[CH:38][CH:39]=[C:33]([Cl:32])[C:34]=1[F:40])(=[O:3])[CH3:2] |f:5.6|. Procedure details: 6-Acetoxy-7-methoxyquinazolin-4-one (International Patent Application WO 96/15118, Example 39 thereof; 21.4 kg, 89.3 mol) was suspended in toluene (150 kg). To this was added N-ethyldiisopropylamine (13.3 kg, 103 mol). The brown suspension was heated to 70° C. then phosphorus oxychloride (36.0 kg, 228 mol) was charged. The reaction mixture was stirred at 70° C. for 5 hours. Further toluene (84.0 kg) was added followed by 3-chloro-2-fluoroaniline (14.88 kg, 102 mol). The reaction mixture was stir... Starting materials: C(C)(=O)N1CC(C1)NC1=CC(=C(C=C1)NC1=NC=C(C(=N1)NC=1C=C(C=CC1)NC(C=C)=O)C(F)(F)F)OC (N-(3-(2-(4-(1-acetylazetidin-3-ylamino)-2-methoxyphenylamino)-5-(trifluoromethyl)pyrimidin-4-ylamino)phenyl)acrylamide), C(C)(C)NC1=CC(=C(C=C1)N)OC (N1-isopropyl-3-methoxybenzene-1,4-diamine), FC(C(=O)O)(F)F (trifluoroacetic acid). Run in O1CCOCC1 (dioxane). Reaction conditions: temperature 50 celsius, time 8 hour. Yields the product C(C)(C)NC1=CC(=C(C=C1)NC1=NC=C(C(=N1)NC=1C=C(C=CC1)NC(C=C)=O)C(F)(F)F)OC (N-(3-(2-(4-(isopropylamino)-2-methoxyphenylamino)-5-(trifluoromethyl)pyrimidin-4-ylamino)phenyl)acrylamide). Yield: 55.7%. Reaction SMILES: C(N1[CH2:7][CH:6]([NH:8][C:9]2[CH:14]=[CH:13][C:12]([NH:15][C:16]3[N:21]=[C:20]([NH:22][C:23]4[CH:24]=[C:25]([NH:29][C:30](=[O:33])[CH:31]=[CH2:32])[CH:26]=[CH:27][CH:28]=4)[C:19]([C:34]([F:37])([F:36])[F:35])=[CH:18][N:17]=3)=[C:11]([O:38][CH3:39])[CH:10]=2)[CH2:5]1)(=O)C.C(NC1C=CC(N)=C(OC)C=1)(C)C.FC(F)(F)C(O)=O>O1CCOCC1>[CH:6]([NH:8][C:9]1[CH:14]=[CH:13][C:12]([NH:15][C:16]2[N:21]=[C:20]([NH:22][C:23]3[CH:24]=[C:25]([NH:29][C:30](=[O:33])[CH:31]=[CH2:32])[CH:26]=[CH:27][CH:28]=3)[C:19]([C:34]([F:37])([F:35])[F:36])=[CH:18][N:17]=2)=[C:11]([O:38][CH3:39])[CH:10]=1)([CH3:5])[CH3:7]. Procedure: As shown in Scheme 2, a mixture of intermediate 1 of Scheme 2 (16 mg) and N1-isopropyl-3-methoxybenzene-1,4-diamine (15 mg, prepared from WO 2006/021548) in dioxane (1.0 mL) with catalytic trifluoroacetic acid was stirred overnight at 50° C. The crude was concentrated under reduced pressure and purified using HPLC (TFA modifier) to give the title compound (8 mg) as a TFA salt. 1H-NMR (DMSO-d6, 400 MHz) δ 10.12 (s, 1H), 8.49 (br, 1H), 8.24 (s, 1H), 8.06 (s, 1H), 7.71 (br, 1H), 7.47 (d, J=6.4 Hz, ... Isolated yield 78.9%. Yields the product CC1(OC[C@H]2[C@@H](O1)[C@H]3[C@@](O2)(OC(O3)(C)C)CO)C (2,3:4,6-di-O-isopropylidene-L-sorbofuranose). Reaction conditions: temperature 60 celsius, time 7 hour. Reported procedure: To 200 ml of acetone were added 10.0 g of L-sorbose, 200 mg of cupric acetate monohydrate and 1 ml of a 2 mole/l solution of hydrogen chloride in dioxane, and the mixture was stirred for 7 hours under reflux in a warm-water bath at 60° C. The refluxing solvent was continuously dried with 20 g of molecular sieves 3A which was placed between the reaction vessel and the cooling tube. After the conclusion of the reaction, a small amount of aqueous sodium hydrogencarbonate was added to the reaction m... As a reaction SMILES: [CH3:1][C:2]([CH3:4])=[O:3].O[CH2:6][C:7]([C@H:9]([C@@H:11]([C@H:13]([CH2:15][OH:16])[OH:14])[OH:12])[OH:10])=[O:8].Cl.[C:18](=O)([O-])O.[Na+].O1[CH2:28][CH2:27]OCC1>>[CH3:1][C:2]1([CH3:4])[O:10][C@H:9]2[C@@H:11]3[O:12][C:27]([CH3:28])([CH3:18])[O:14][C@:13]3([CH2:15][OH:16])[O:8][C@H:7]2[CH2:6][O:3]1 |f:3.4|. Reactants: CC(=O)C (acetone), OCC(=O)[C@@H](O)[C@H](O)[C@@H](O)CO (L-sorbose), cupric acetate monohydrate, solution, Cl (hydrogen chloride), O1CCOCC1 (dioxane), C(O)([O-])=O.[Na+] (sodium hydrogencarbonate).